This data is from the Open Reaction Database (ORD), a public repository of structured organic reaction records. The task is: describe an organic reaction: reactants, conditions, products, and yield The reactants are [O-]Cl.[Na+] (NaOCl), COC(C1=CC(=C(C=C1)OC)NC(C1=C(C=C(C=C1)F)Cl)=N)=O (3-[(2-chloro-4-fluoro-benzimidoyl)-amino]-4-methoxy-benzoic acid methyl ester), C(=O)([O-])[O-].[Na+].[Na+] (Na2CO3). Run in CO (methanol). Reaction conditions: time 5 minute. Product: COC(=O)C1=CC=C(C=2NC(=NC21)C2=C(C=C(C=C2)F)Cl)OC (2-(2-chloro-4-fluoro-phenyl)-7-methoxy-1H-benzoimidazole-4-carboxylic acid methyl ester). Isolated yield 52.0%. RXN SMILES: [CH3:1][O:2][C:3](=[O:23])[C:4]1[CH:9]=[CH:8][C:7]([O:10][CH3:11])=[C:6]([NH:12][C:13](=[NH:22])[C:14]2[CH:19]=[CH:18][C:17]([F:20])=[CH:16][C:15]=2[Cl:21])[CH:5]=1.[O-]Cl.[Na+].C([O-])([O-])=O.[Na+].[Na+]>CO>[CH3:1][O:2][C:3]([C:4]1[C:5]2[N:22]=[C:13]([C:14]3[CH:19]=[CH:18][C:17]([F:20])=[CH:16][C:15]=3[Cl:21])[NH:12][C:6]=2[C:7]([O:10][CH3:11])=[CH:8][CH:9]=1)=[O:23] |f:1.2,3.4.5|. Procedure details: 3-[(2-chloro-4-fluoro-benzimidoyl)-amino]-4-methoxy-benzoic acid methyl ester (10 g, 29.76 mmol) obtained in step 1 was dissolved in 50% methanol and 5% NaOCl (53 ml, 35.71 mmol) was added dropwise thereto at room temperature. After 5 min, Na2CO3 (6.31 g, 59.52 mmol) was added dropwise thereto and refluxed for 5 min. The resulting solution was cooled to room temperature, extracted with ethyl acetate, the extract was concentrated under a reduced pressure. The resulting residue was purified by sil...